describe an organic reaction: reactants, conditions, products, and yield From a dataset of the Open Reaction Database (ORD), a public repository of structured organic reaction records. The reactants are Cl.CS(=O)(=O)NC1=CC=C(C(=O)C2CCNCC2)C=C1 (4-(4-methylsulfonylaminobenzoyl)piperidine hydrochloride), C(O)([O-])=O.[Na+] (sodium hydrogencarbonate), Cl.ClCCC=1N=C2N(C=CC=C2)C1 (2-(2-chloroethyl)imidazo[1,2-a]pyridine hydrochloride), [I-].[K+] (potassium iodide). Solvent: CN(C=O)C (dimethylformamide). Conditions: temperature 80 celsius, time 1 hour. Yields the product N=1C(=CN2C1C=CC=C2)CCN2CCC(CC2)C(C2=CC=C(C=C2)NS(=O)(=O)C)=O (1-{2-(2-Imidazo[1,2-a]pyridyl)ethyl}-4-(4-methylsulfonylaminobenzoyl)piperidine). Yield: 26.5%. RXN SMILES: Cl.[CH3:2][S:3]([NH:6][C:7]1[CH:20]=[CH:19][C:10]([C:11]([CH:13]2[CH2:18][CH2:17][NH:16][CH2:15][CH2:14]2)=[O:12])=[CH:9][CH:8]=1)(=[O:5])=[O:4].C(=O)([O-])O.[Na+].Cl.Cl[CH2:28][CH2:29][C:30]1[N:31]=[C:32]2[CH:37]=[CH:36][CH:35]=[CH:34][N:33]2[CH:38]=1.[I-].[K+]>CN(C)C=O>[N:31]1[C:30]([CH2:29][CH2:28][N:16]2[CH2:17][CH2:18][CH:13]([C:11](=[O:12])[C:10]3[CH:9]=[CH:8][C:7]([NH:6][S:3]([CH3:2])(=[O:4])=[O:5])=[CH:20][CH:19]=3)[CH2:14][CH2:15]2)=[CH:38][N:33]2[CH:34]=[CH:35][CH:36]=[CH:37][C:32]=12 |f:0.1,2.3,4.5,6.7|. Procedure: A mixture of 1.02 g (3.2 mmol) of 4-(4-methylsulfonylaminobenzoyl)piperidine hydrochloride, 1.34 g of sodium hydrogencarbonate and 10 ml of dimethylformamide was stirred at 80° C. for 1 h. 0.48 g of 2-(2-chloroethyl)imidazo[1,2-a]pyridine hydrochloride and 0.53 g of potassium iodide were added thereto and the mixture was stirred at 80° C. for 2 h. The mixture was filtered and the filtrate was concentrated to obtain a solid residue, which was then purified according to silica gel column chromatog... Starting materials: C([O-])(O)=O.[Na+] (sodium bicarbonate), NC=1C=C(C=CC1)S(=O)(=O)N (3-aminobenzene sulfonamide), NC1=C(C=CC=C1)S(=O)(=O)N (aminobenzene sulfonamide), Cl.CN(C)CC(=O)Cl (dimethylamino-acetyl chloride HCl). Run in CC(=O)C (acetone), O (H2O). Conditions: time 15 hour. Yields the product CN(CC(=O)NC1=CC(=CC=C1)S(N)(=O)=O)C (2-(dimethylamino)-N-(3-sulfamoyl-phenyl)acetamide). RXN SMILES: [NH2:1][C:2]1[CH:3]=[C:4]([S:8]([NH2:11])(=[O:10])=[O:9])[CH:5]=[CH:6][CH:7]=1.NC1C=CC=CC=1S(N)(=O)=O.Cl.[CH3:24][N:25]([CH2:27][C:28](Cl)=[O:29])[CH3:26].C(=O)(O)[O-].[Na+]>O.CC(C)=O>[CH3:24][N:25]([CH3:26])[CH2:27][C:28]([NH:1][C:2]1[CH:7]=[CH:6][CH:5]=[C:4]([S:8](=[O:9])(=[O:10])[NH2:11])[CH:3]=1)=[O:29] |f:2.3,4.5|. Procedure details: A flask was charged with 3-aminobenzene sulfonamide (3.3 g, 19 mmol), and 20 mL of 1:1 acetone:H2O. The solution was stirred at room temperature until the aminobenzene sulfonamide had dissolved. The flask was then cooled in an ice bath and dimethylamino-acetyl chloride HCl (4.6 g, 29 mmol) was added. To the resulting slurry sodium bicarbonate (4.8 g, 57 mmol) was added over a 15 m period. After 30 min the reaction was removed from the ice bath and allowed to stir at room temperature for 15 h. Th... The reactants are Nc1cn2cc(Br)ccc2n1, CS(C)=O, CC1(C)OB(c2cnc(Cl)c(NS(=O)(=O)c3ccc(F)cc3)c2)OC1(C)C, [Na+], [Na+], O=C([O-])[O-]. Product: Nc1cn2cc(-c3cnc(Cl)c(NS(=O)(=O)c4ccc(F)cc4)c3)ccc2n1. As a reaction SMILES: [Br:28][c:29]1[cH:30][cH:31][c:32]2[n:33]([cH:34]1)[cH:35][c:36]([NH2:38])[n:37]2.[CH3:45][S:46]([CH3:47])=[O:48].[Cl:1][c:2]1[n:3][cH:4][c:5]([B:19]2[O:20][C:21]([CH3:22])([CH3:23])[C:24]([CH3:25])([CH3:26])[O:27]2)[cH:6][c:7]1[NH:8][S:9](=[O:10])(=[O:11])[c:12]1[cH:13][cH:14][c:15]([F:18])[cH:16][cH:17]1.[Na+:39].[Na+:40].[O-:41][C:42](=[O:43])[O-:44]>>[Cl:1][c:2]1[n:3][cH:4][c:5](-[c:29]2[cH:30][cH:31][c:32]3[n:33]([cH:34]2)[cH:35][c:36]([NH2:38])[n:37]3)[cH:6][c:7]1[NH:8][S:9](=[O:10])(=[O:11])[c:12]1[cH:13][cH:14][c:15]([F:18])[cH:16][cH:17]1. The reactants are C(=O)=O (dry ice), Cl.N1=CC=CC=C1 (Pyridine hydrochloride), C(C)(C)[N-]C(C)C.[Li+] (Lithium diisopropylamide), CC(C)([O-])C.[K+] (potassium t-butoxide), COC=1C=C2C(=CC=NC2=CC1OC)C (6,7-dimethoxy-4-methyl-quinoline). Solvent: C1CCOC1 (THF). Product: COC=1C=C2C(=CC=NC2=CC1OC)CC(=O)O ((6,7-dimethoxy-quinolin-4-yl)-acetic acid). As a reaction SMILES: C([N-]C(C)C)(C)C.[Li+].CC(C)([O-])C.[K+].[CH3:15][O:16][C:17]1[CH:18]=[C:19]2[C:24](=[CH:25][C:26]=1[O:27][CH3:28])[N:23]=[CH:22][CH:21]=[C:20]2[CH3:29].[C:30](=[O:32])=[O:31].Cl.N1C=CC=CC=1>C1COCC1>[CH3:15][O:16][C:17]1[CH:18]=[C:19]2[C:24](=[CH:25][C:26]=1[O:27][CH3:28])[N:23]=[CH:22][CH:21]=[C:20]2[CH2:29][C:30]([OH:32])=[O:31] |f:0.1,2.3,6.7|. Procedure details: Lithium diisopropylamide (2M pentane solution 2.46 ml, 4.92 mmol) and potassium t-butoxide (0.552 g, 4.92 mmol) are added to THF (10 ml) at −70° C., followed by 6,7-dimethoxy-4-methyl-quinoline [J. Org. Chem., 1997, 623, 568] (1.0 g, 4.92 mmol). After 1 hour the reaction is poured on to an excess of crushed dry ice and warmed to room temperature overnight. Pyridine hydrochloride (0.57 g, 4.92 mmol) is added and the reaction partitioned between ether and water. The aqueous phase is evaporated, ta... Reactants: Cl (HCl), BrCCC1=CC=C(C=C1)CO (1-(2-bromoethyl)-4-hydroxymethylbenzene), C1(=CC=CC=C1)S(=O)(=O)OC (methyl benzene-sulfonate), C(=O)([O-])[O-].[K+].[K+] (K2CO3). The solvent is CO (methanol). The product is COCC1=CC=C(C=C1)CCBr (1-(methoxymethyl)-4-(2-bromoethyl)benzene). As a reaction SMILES: [Br:1][CH2:2][CH2:3][C:4]1[CH:9]=[CH:8][C:7]([CH2:10][OH:11])=[CH:6][CH:5]=1.[C:12]1(S(OC)(=O)=O)C=CC=CC=1.C([O-])([O-])=O.[K+].[K+].Cl>CO>[CH3:12][O:11][CH2:10][C:7]1[CH:8]=[CH:9][C:4]([CH2:3][CH2:2][Br:1])=[CH:5][CH:6]=1 |f:2.3.4|. Procedure: The 1-(2-bromoethyl)-4-hydroxymethylbenzene (0.5 g) is then added to a solution of 0.44 g methyl benzene-sulfonate and 0.32 g K2CO3 in 10 mL of methanol and allowed to react for 4 h. The solution is neutralized with methanolic HCl and extracted with ether. The ether extract is dried over Na2SO4, filtered, and the solvent removed under vacuum to yield 1-(methoxymethyl)-4-(2-bromoethyl)benzene (13).